From a dataset of the Open Reaction Database (ORD), a public repository of structured organic reaction records. describe an organic reaction: reactants, conditions, products, and yield Reactants: NC=1C=2N(C=CN1)C(=NC2C2=CC(=C(C(=O)NC1=NC=CC=C1)C=C2)F)[C@H]2NCCC2 ((S)-4-(8-amino-3-(pyrrolidin-2-yl)imidazo[1,5-a]pyrazin-1-yl)-2-fluoro-N-(pyridin-2-yl)benzamide), NC=1C=2N(C=CN1)C(=NC2C2=CC(=C(C(=O)NC1=NC=CC=C1)C=C2)F)[C@H]2NCCC2 ((S)-4-(8-amino-3-(pyrrolidin-2-yl)imidazo[1,5-a]pyrazin-1-yl)-2-fluoro-N-(pyridin-2-yl)benzamide), C(C=C)(=O)Cl (acryloylchloride). Yields the product C(C=C)(=O)N1[C@@H](CCC1)C1=NC(=C2N1C=CN=C2N)C2=CC(=C(C(=O)NC1=NC=CC=C1)C=C2)F ((S)-4-(3-(1-acryloylpyrrolidin-2-yl)-8-aminoimidazo[1,5-a]pyrazin-1-yl)-2-fluoro-N-(pyridin-2-yl)benzamide). The yield is 38.4%. Reaction SMILES: [NH2:1][C:2]1[C:3]2[N:4]([C:8]([C@@H:27]3[CH2:31][CH2:30][CH2:29][NH:28]3)=[N:9][C:10]=2[C:11]2[CH:25]=[CH:24][C:14]([C:15]([NH:17][C:18]3[CH:23]=[CH:22][CH:21]=[CH:20][N:19]=3)=[O:16])=[C:13]([F:26])[CH:12]=2)[CH:5]=[CH:6][N:7]=1.[C:32](Cl)(=[O:35])[CH:33]=[CH2:34]>>[C:32]([N:28]1[CH2:29][CH2:30][CH2:31][C@H:27]1[C:8]1[N:4]2[CH:5]=[CH:6][N:7]=[C:2]([NH2:1])[C:3]2=[C:10]([C:11]2[CH:25]=[CH:24][C:14]([C:15]([NH:17][C:18]3[CH:23]=[CH:22][CH:21]=[CH:20][N:19]=3)=[O:16])=[C:13]([F:26])[CH:12]=2)[N:9]=1)(=[O:35])[CH:33]=[CH2:34]. Reported procedure: This compound was prepared, in an analogous manner as described in Example 1, from (S)-4-(8-amino-3-(pyrrolidin-2-yl)imidazo[1,5-a]pyrazin-1-yl)-2-fluoro-N-(pyridin-2-yl)benzamide (intermediate 17) and acryloylchloride, to afford the title compound (13 mg, 38.4%). Data: UPLC (C) Rt: 1.67 min; m/z 472.3 (M+H)+. The reactants are ClC1=CC=CC2=C1C(N1[C@H](C(N2)=O)C[C@H](C1)CS(=O)(=O)[O-])=O ((2R,11aS)-6-chloro-2,3,5,10,11,11a-hexahydro-5,11-dioxo-1H-pyrrolo[2,1-c][1,4]benzodiazepin-2-yl-methanesulphonate), [H-].[Na+] (sodium hydride), C(C)(=O)O (acetic acid), ice water. The solvent is CN(C=O)C (dimethylformamide). Reaction conditions: time 2 hour. Yields the product ClC1=CC=CC2=C1C(N1[C@H](C(N2)=O)CC=C1)=O ((S)-6-chloro-1,11a-dihydro-5H-pyrrolo[2,1-c][1,4]benzodiazepine-5,11(10H)-dione). Reaction SMILES: [Cl:1][C:2]1[C:7]2[C:8](=[O:22])[N:9]3[CH2:16][C@H:15](CS([O-])(=O)=O)[CH2:14][C@H:10]3[C:11](=[O:13])[NH:12][C:6]=2[CH:5]=[CH:4][CH:3]=1.[H-].[Na+].C(O)(=O)C>CN(C)C=O>[Cl:1][C:2]1[C:7]2[C:8](=[O:22])[N:9]3[CH:16]=[CH:15][CH2:14][C@H:10]3[C:11](=[O:13])[NH:12][C:6]=2[CH:5]=[CH:4][CH:3]=1 |f:1.2|. Procedure: A solution of 17.0 g (49.3 mmol) of (2R,11aS)-6-chloro-2,3,5,10,11,11a-hexahydro-5,11-dioxo-1H-pyrrolo[2,1-c][1,4]benzodiazepin-2-yl-methanesulphonate in 80 ml of dry dimethylformamide is treated with 4.3 g (98.6 mmol) of sodium hydride (55 percent oil dispersion), the mixture is stirred at 45° for a further 2 hours, then poured into 300 ml of ice-water, neutralized with 5.6 ml of glacial acetic acid and extracted four times with methylene chloride. The organic extracts are washed once with satu... The reactants are COCN1C2=C(SC3=C1C=C(C=C3)C(O)C3=NC(=CC=C3)Br)N=CC=N2 ((10-methoxymethyl-10H-pyrazino[2,3-b][1,4]benzothiazin-8-yl)-(6-bromopyridin-2-yl)methanol), atmosphere, [Si](C)(C)(C(C)(C)C)N(C(C(F)(F)F)=O)C (N-(tert-butyldimethylsilyl)-N-methyltrifluoroacetamide). Run in C(C)#N (acetonitrile). Reaction conditions: time 22 hour. The product is BrC1=CC=CC(=N1)C(C=1C=CC2=C(N(C3=C(S2)N=CC=N3)COC)C1)O[Si](C)(C)C(C)(C)C (8-[(6-Bromopyridin-2-yl)-(tert-butyldimethylsiloxy)methyl]-10-methoxymethyl-10H-pyrazino[2,3-b][1,4]benzothiazine). Reaction SMILES: [CH3:1][O:2][CH2:3][N:4]1[C:9]2[CH:10]=[C:11]([CH:14]([C:16]3[CH:21]=[CH:20][CH:19]=[C:18]([Br:22])[N:17]=3)[OH:15])[CH:12]=[CH:13][C:8]=2[S:7][C:6]2[N:23]=[CH:24][CH:25]=[N:26][C:5]1=2.[Si:27](N(C)C(=O)C(F)(F)F)([C:30]([CH3:33])([CH3:32])[CH3:31])([CH3:29])[CH3:28]>C(#N)C>[Br:22][C:18]1[N:17]=[C:16]([CH:14]([O:15][Si:27]([C:30]([CH3:33])([CH3:32])[CH3:31])([CH3:29])[CH3:28])[C:11]2[CH:12]=[CH:13][C:8]3[S:7][C:6]4[N:23]=[CH:24][CH:25]=[N:26][C:5]=4[N:4]([CH2:3][O:2][CH3:1])[C:9]=3[CH:10]=2)[CH:21]=[CH:20][CH:19]=1. Reported procedure: To a solution of 1.05 g of (10-methoxymethyl-10H-pyrazino[2,3-b][1,4]benzothiazin-8-yl)-(6-bromopyridin-2-yl)methanol in 15 ml of acetonitrile was added in a nitrogen atmosphere 3.2 ml of N-(tert-butyldimethylsilyl)-N-methyltrifluoroacetamide and the resulting mixture was stirred at room temperature for 22 hours. After distilling off the solvent under reduced pressure, the residue was purified by silica gel column chromatography (eluted with n-hexane/ethyl acetate) to thereby give 0.72 g of the ... Starting materials: CC(=O)O, COc1ccc(C=O)cc1OC, CO, Nc1n[nH]c2ncnc(Nc3cccc(Cl)c3)c12. Product: COc1ccc(CNc2n[nH]c3ncnc(Nc4cccc(Cl)c4)c23)cc1OC. RXN SMILES: [CH3:19][C:20](=[O:21])[OH:22].[CH3:23][O:24][c:25]1[cH:26][c:27]([CH:28]=[O:29])[cH:30][cH:31][c:32]1[O:33][CH3:34].[CH3:35][OH:36].[NH2:1][c:2]1[n:3][nH:4][c:5]2[n:6][cH:7][n:8][c:9]([NH:11][c:12]3[cH:13][c:14]([Cl:18])[cH:15][cH:16][cH:17]3)[c:10]12>>[NH:1]([c:2]1[n:3][nH:4][c:5]2[n:6][cH:7][n:8][c:9]([NH:11][c:12]3[cH:13][c:14]([Cl:18])[cH:15][cH:16][cH:17]3)[c:10]12)[CH2:28][c:27]1[cH:26][c:25]([O:24][CH3:23])[c:32]([O:33][CH3:34])[cH:31][cH:30]1. Reactants: O=C(O)c1ccc(C2CC2)c(OCC2CCCO2)n1, CNC(=O)C(N)CC(C)(C)C. Product: CNC(=O)C(CC(C)(C)C)NC(=O)c1ccc(C2CC2)c(OCC2CCCO2)n1. As a reaction SMILES: [CH:1]1([c:4]2[cH:5][cH:6][c:7]([C:17](=[O:18])[OH:19])[n:8][c:9]2[O:10][CH2:11][CH:12]2[O:13][CH2:14][CH2:15][CH2:16]2)[CH2:2][CH2:3]1.[NH2:20][CH:21]([C:22](=[O:23])[NH:24][CH3:25])[CH2:26][C:27]([CH3:28])([CH3:29])[CH3:30]>>[CH:1]1([c:4]2[cH:5][cH:6][c:7]([C:17](=[O:19])[NH:20][CH:21]([C:22](=[O:23])[NH:24][CH3:25])[CH2:26][C:27]([CH3:28])([CH3:29])[CH3:30])[n:8][c:9]2[O:10][CH2:11][CH:12]2[O:13][CH2:14][CH2:15][CH2:16]2)[CH2:2][CH2:3]1. Reactants: O=C([O-])C(O)C(O)C(=O)[O-], CC(C)C[AlH]CC(C)C, CC(=O)O, CCOC(=O)c1csc(C(C)C)n1, ClCCl, [K+], [Na+]. Yields the product CC(C)c1nc(C=O)cs1. RXN SMILES: [C:27]([CH:28]([CH:29]([C:30]([O-:31])=[O:32])[OH:33])[OH:34])([O-:35])=[O:36].[CH3:14][CH:15]([CH2:16][AlH:17][CH2:18][CH:19]([CH3:20])[CH3:21])[CH3:22].[CH3:23][C:24](=[O:25])[OH:26].[CH:1]([CH3:2])([CH3:3])[c:4]1[s:5][cH:6][c:7]([C:9](=[O:10])[O:11][CH2:12][CH3:13])[n:8]1.[Cl:39][CH2:40][Cl:41].[K+:37].[Na+:38]>>[CH:1]([CH3:2])([CH3:3])[c:4]1[s:5][cH:6][c:7]([CH:9]=[O:10])[n:8]1. The solvent is O (water). Starting materials: C1(=CC=CC=C1)CC(=O)NC1[C@@H]2N(C(=C(CS2)\C=C/C2CC2)C(=O)O)C1=O (7-phenylacetamido-3-[(Z)-2-cyclopropyl-viny]-3-cephem-4-carboxylic acid), N (ammonia), N (ammonia), CC1([C@@H](N2[C@H](S1)[C@@H](C2=O)NC(=O)CC=3C=CC=CC3)C(=O)[O-])C.[K+] (penicillin). Procedure: 6 g (0.0156 mol) of 7-phenylacetamido-3-[(Z)-2-cyclopropyl-viny]-3-cephem-4-carboxylic acid are suspended in 320 ml of water and the suspension is brought to pH 7.8 with half-concentrated ammonia solution, whereupon an almost clear solution forms. The solution is warmed to 37° C. and 35 g of penicillin-acylase resin are added. The reaction solution is titrated further to pH 7.8 with ammonia and kept at 37° C. for 5 hours. The resin is then filtered off with suction and the filtrate is concentrat... Product: NC1[C@@H]2N(C(=C(CS2)\C=C/C2CC2)C(=O)O)C1=O (7-Amino-3-[(Z)-2-cyclopropyl-vinyl]-3-cephem-4-carboxylic acid). As a reaction SMILES: C1(CC([NH:10][CH:11]2[C:26](=[O:27])[N:13]3[C:14]([C:23]([OH:25])=[O:24])=[C:15](/[CH:18]=[CH:19]\[CH:20]4[CH2:22][CH2:21]4)[CH2:16][S:17][C@H:12]23)=O)C=CC=CC=1.N.CC1(C)S[C@@H]2[C@H](NC(CC3C=CC=CC=3)=O)C(=O)N2[C@H]1C([O-])=O.[K+]>O>[NH2:10][CH:11]1[C:26](=[O:27])[N:13]2[C:14]([C:23]([OH:25])=[O:24])=[C:15](/[CH:18]=[CH:19]\[CH:20]3[CH2:22][CH2:21]3)[CH2:16][S:17][C@H:12]12 |f:2.3|. Conditions: temperature 37 celsius, time 5 hour. Starting materials: CCOC(C)Oc1ccc2c(c1)OCO2, [Li]CCCC, C1CCOC1, CN(C)C=O, CCCCCC, CN(C)CCN(C)C. The product is CCOC(C)Oc1ccc2c(c1C=O)OCO2. RXN SMILES: [CH2:14]([CH3:15])[O:16][CH:17]([CH3:18])[O:19][c:20]1[cH:21][c:22]2[c:23]([cH:27][cH:28]1)[O:24][CH2:25][O:26]2.[CH2:1]([Li:2])[CH2:3][CH2:4][CH3:5].[CH2:40]1[O:41][CH2:42][CH2:43][CH2:44]1.[CH3:29][N:30]([CH:31]=[O:32])[CH3:33].[CH3:34][CH2:35][CH2:36][CH2:37][CH2:38][CH3:39].[CH3:6][N:7]([CH2:8][CH2:9][N:10]([CH3:11])[CH3:12])[CH3:13]>>[CH2:14]([CH3:15])[O:16][CH:17]([CH3:18])[O:19][c:20]1[c:21]([CH:31]=[O:32])[c:22]2[c:23]([cH:27][cH:28]1)[O:24][CH2:25][O:26]2.